This data is from the Open Reaction Database (ORD), a public repository of structured organic reaction records. The task is: describe an organic reaction: reactants, conditions, products, and yield Starting materials: C(C1=CC=CC=C1)OC=1C=C(C=CC1)C1=CC=C(C=C1)CNC=1N([C@H]2[C@H](O[Si](C)(C)C(C)(C)C)[C@H](O[Si](C)(C)C(C)(C)C)[C@@H](CO[Si](C)(C)C(C)(C)C)O2)C=2N=CN=C(C2N1)N (8-(3′-benzyloxybiphenyl-4-ylmethyl-amino)-2′,3′,5′-tris-O-(tert-butyldimethylsilyl)adenosine). Reagents/catalysts: [Pd] (palladium on carbon). The solvent is C(C)(=O)OCC (ethyl acetate). Reaction conditions: time 23 hour. Yields the product [Si](C)(C)(C(C)(C)C)O[C@H]1[C@@H](O[C@@H]([C@H]1O[Si](C)(C)C(C)(C)C)CO[Si](C)(C)C(C)(C)C)N1C(=NC=2C(N)=NC=NC12)NCC1=CC=C(C=C1)C1=CC(=CC=C1)O (2′,3′,5′-Tris-O-(tert-butyldimethylsilyl)-8-(3′-hydroxy-biphenyl-4-ylmethylamino)adenosine). The yield is 95.9%. As a reaction SMILES: C([O:8][C:9]1[CH:10]=[C:11]([C:15]2[CH:20]=[CH:19][C:18]([CH2:21][NH:22][C:23]3[N:24]([C:55]4[N:56]=[CH:57][N:58]=[C:59]([NH2:62])[C:60]=4[N:61]=3)[C@@H:25]3[O:54][C@H:44]([CH2:45][O:46][Si:47]([C:50]([CH3:53])([CH3:52])[CH3:51])([CH3:49])[CH3:48])[C@@H:35]([O:36][Si:37]([C:40]([CH3:43])([CH3:42])[CH3:41])([CH3:39])[CH3:38])[C@H:26]3[O:27][Si:28]([C:31]([CH3:34])([CH3:33])[CH3:32])([CH3:30])[CH3:29])=[CH:17][CH:16]=2)[CH:12]=[CH:13][CH:14]=1)C1C=CC=CC=1>[Pd].C(OCC)(=O)C>[Si:28]([O:27][C@@H:26]1[C@H:35]([O:36][Si:37]([C:40]([CH3:41])([CH3:42])[CH3:43])([CH3:39])[CH3:38])[C@@H:44]([CH2:45][O:46][Si:47]([C:50]([CH3:51])([CH3:52])[CH3:53])([CH3:48])[CH3:49])[O:54][C@H:25]1[N:24]1[C:55]2[N:56]=[CH:57][N:58]=[C:59]([NH2:62])[C:60]=2[N:61]=[C:23]1[NH:22][CH2:21][C:18]1[CH:17]=[CH:16][C:15]([C:11]2[CH:12]=[CH:13][CH:14]=[C:9]([OH:8])[CH:10]=2)=[CH:20][CH:19]=1)([C:31]([CH3:33])([CH3:34])[CH3:32])([CH3:29])[CH3:30]. Reported procedure: A mixture of 8-(3′-benzyloxybiphenyl-4-ylmethyl-amino)-2′,3′,5′-tris-O-(tert-butyldimethylsilyl)adenosine (0.713 g) and 10% palladium on carbon (55.4 wt % H2O, 0.480 g) in ethyl acetate (11 mL) was stirred at room temperature for 23 hours under a hydrogen atmosphere. The insoluble material was filtered out and the filtrate was concentrated under reduced pressure to give the title compound (0.615 g). The reactants are C=O, CC(C)(O)c1ccccc1N, O, c1ccccc1. Product: CC1(C)OCNc2ccccc21. Reaction SMILES: [CH2:1]=[O:2].[CH3:3][C:4]([c:5]1[c:6]([NH2:11])[cH:7][cH:8][cH:9][cH:10]1)([CH3:12])[OH:13].[OH2:14].[cH:15]1[cH:16][cH:17][cH:18][cH:19][cH:20]1>>[CH2:1]1[NH:11][c:6]2[c:5]([cH:10][cH:9][cH:8][cH:7]2)[C:4]([CH3:3])([CH3:12])[O:13]1. Starting materials: CCCCc1nc(-c2ccc(OCC3CO3)cc2)cn1-c1ccc(Oc2ccc(Cl)cc2)cc1, CN, CO. Product: CCCCc1nc(-c2ccc(OCC(O)CNC)cc2)cn1-c1ccc(Oc2ccc(Cl)cc2)cc1. Reaction SMILES: [CH2:1]([CH2:2][CH2:3][CH3:4])[c:5]1[n:6](-[c:21]2[cH:22][cH:23][c:24]([O:27][c:28]3[cH:29][cH:30][c:31]([Cl:34])[cH:32][cH:33]3)[cH:25][cH:26]2)[cH:7][c:8](-[c:10]2[cH:11][cH:12][c:13]([O:16][CH2:17][CH:18]3[O:19][CH2:20]3)[cH:14][cH:15]2)[n:9]1.[CH3:35][NH2:36].[CH3:37][OH:38]>>[CH2:1]([CH2:2][CH2:3][CH3:4])[c:5]1[n:6](-[c:21]2[cH:22][cH:23][c:24]([O:27][c:28]3[cH:29][cH:30][c:31]([Cl:34])[cH:32][cH:33]3)[cH:25][cH:26]2)[cH:7][c:8](-[c:10]2[cH:11][cH:12][c:13]([O:16][CH2:17][CH:18]([OH:19])[CH2:20][NH:36][CH3:35])[cH:14][cH:15]2)[n:9]1. Reactants: COCOCC(O)c1cc2c(ncn2C)c(F)c1Nc1ccc(Br)cc1Cl, CCOC(C)=O, ClCCl, [Na+], [Na+], [Na+], O=C([O-])O, O, O, O, O, O, O=S([O-])([O-])=S. The product is COCOCC(=O)c1cc2c(ncn2C)c(F)c1Nc1ccc(Br)cc1Cl. RXN SMILES: [Br:1][c:2]1[cH:3][c:4]([Cl:27])[c:5]([NH:8][c:9]2[c:10]([CH:20]([CH2:21][O:22][CH2:23][O:24][CH3:25])[OH:26])[cH:11][c:12]3[c:13]([n:14][cH:15][n:16]3[CH3:17])[c:18]2[F:19])[cH:6][cH:7]1.[CH3:48][CH2:49][O:50][C:51]([CH3:52])=[O:53].[Cl:45][CH2:46][Cl:47].[Na+:32].[Na+:43].[Na+:44].[O-:28][C:29]([OH:30])=[O:31].[OH2:33].[OH2:34].[OH2:35].[OH2:36].[OH2:37].[S:38]([O-:39])([O-:40])(=[O:41])=[S:42]>>[Br:1][c:2]1[cH:3][c:4]([Cl:27])[c:5]([NH:8][c:9]2[c:10]([C:20]([CH2:21][O:22][CH2:23][O:24][CH3:25])=[O:26])[cH:11][c:12]3[c:13]([n:14][cH:15][n:16]3[CH3:17])[c:18]2[F:19])[cH:6][cH:7]1. Product: NC=1OC2=C(C(C1C(N)=O)=O)C=C(C(=C2)NS(=O)(=O)C)OC2=CC=CC=C2 (2-amino-3-carbamoyl-7-methylsulfonylamino-6-phenoxy-4H-1-benzopyran-4-one). RXN SMILES: [C:1]([C:3]1[C:8](=[O:9])[C:7]2[CH:10]=[C:11]([O:19][C:20]3[CH:25]=[CH:24][CH:23]=[CH:22][CH:21]=3)[C:12]([NH:14][S:15]([CH3:18])(=[O:17])=[O:16])=[CH:13][C:6]=2OC=1)#[N:2].Cl.N[OH:28].O.C[N:31](C)[CH:32]=[O:33]>C(O)C>[NH2:31][C:32]1[O:33][C:6]2[CH:13]=[C:12]([NH:14][S:15]([CH3:18])(=[O:16])=[O:17])[C:11]([O:19][C:20]3[CH:25]=[CH:24][CH:23]=[CH:22][CH:21]=3)=[CH:10][C:7]=2[C:8](=[O:9])[C:3]=1[C:1](=[O:28])[NH2:2] |f:1.2|. The solvent is C(C)O (ethanol). Procedure details: 3.56 g of 3-cyano-7-methylsulfonylamino-6-phenoxy-4H-1-benzopyran-4-one, 970 mg of hydroxylamine hydrochloride, 1.5 ml of water, 7 ml of N,N-dimethylformamide and 150 ml of ethanol were mixed, and subjected to refluxing for 3 hours. The reaction mixture was cooled, and thereafter, the precipitated crystals were collected by filtration and then recrystallized from acetonitrile to obtain 2.8 g (yield: 72%) of 2-amino-3-carbamoyl-7-methylsulfonylamino-6-phenoxy-4H-1-benzopyran-4-one having a meltin... The yield is 72.0%. The reactants are C(#N)C1=COC2=C(C1=O)C=C(C(=C2)NS(=O)(=O)C)OC2=CC=CC=C2 (3-cyano-7-methylsulfonylamino-6-phenoxy-4H-1-benzopyran-4-one), Cl.NO (hydroxylamine hydrochloride), O (water), CN(C=O)C (N,N-dimethylformamide). The reactants are OC1=C(C=C(C=C2C(CCC2)=O)C=C1)OC (2-(4-hydroxy-3-methoxybenzylidene)cyclopentanone), [Cl-].C[N+](C)=C (N,N-dimethyl-methylene ammonium chloride). The solvent is C(C)#N (acetonitrile). The product is Cl.OC1=C(C=C(C=C2C(C(CC2)CN(C)C)=O)C=C1)OC (2-(4-hydroxy-3-methoxybenzylidene)-5-dimethylaminomethyl-cyclopentanone hydrochloride). Isolated yield 91.1%. Reaction SMILES: [OH:1][C:2]1[CH:14]=[CH:13][C:5]([CH:6]=[C:7]2[CH2:11][CH2:10][CH2:9][C:8]2=[O:12])=[CH:4][C:3]=1[O:15][CH3:16].[Cl-:17].[CH3:18][N+:19](=[CH2:21])[CH3:20]>C(#N)C>[ClH:17].[OH:1][C:2]1[CH:14]=[CH:13][C:5]([CH:6]=[C:7]2[CH2:11][CH2:10][CH:9]([CH2:18][N:19]([CH3:21])[CH3:20])[C:8]2=[O:12])=[CH:4][C:3]=1[O:15][CH3:16] |f:1.2,4.5|. Procedure details: 0.03 mol of 2-(4-hydroxy-3-methoxybenzylidene)cyclopentanone was dissolved in mL anhydrous acetonitrile, treated with 8.4 g (0.09 mol) of N,N-dimethyl-methylene ammonium chloride under refluxing, refluxed for 12 h to yield a solid product which was suction filtered, dried and recrystallized in acetonitrile/chloroform to yield 2-(4-hydroxy-3-methoxybenzylidene)-5-dimethylaminomethyl-cyclopentanone hydrochloride with a yield of 91.1%. Starting materials: C(C1=CC=CC=C1)ON=C1C[C@H](N(C1)C(=O)OC(C)(C)C)C(=O)O ((2S,4EZ)-4-[(benzyloxy)imino]-1-(tert-butoxycarbonyl)-2-pyrrolidinecarboxylic acid), C1(=CC=CC=C1)C(C(=O)Cl)C1=CC=CC=C1 (diphenylacetyl chloride), C(C1=CC=CC=C1)NC (N-benzyl-N-methylamine). The product is C(C1=CC=CC=C1)N(C(=O)[C@H]1N(CC(C1)=NOCC1=CC=CC=C1)C(C(C1=CC=CC=C1)C1=CC=CC=C1)=O)C ((2S,4EZ)-N-benzyl-4-[(benzyloxy)imino]-1-(diphenylacetyl)-N-methyl-2-pyrrolidinecarboxamide). Reaction SMILES: [CH2:1]([O:8][N:9]=[C:10]1[CH2:14][N:13]([C:15]([O:17]C(C)(C)C)=O)[C@H:12]([C:22]([OH:24])=O)[CH2:11]1)[C:2]1[CH:7]=[CH:6][CH:5]=[CH:4][CH:3]=1.[C:25]1([CH:31]([C:35]2[CH:40]=[CH:39][CH:38]=[CH:37][CH:36]=2)C(Cl)=O)[CH:30]=[CH:29][CH:28]=[CH:27][CH:26]=1.[CH2:41]([NH:48][CH3:49])[C:42]1[CH:47]=[CH:46][CH:45]=[CH:44][CH:43]=1>>[CH2:41]([N:48]([CH3:49])[C:22]([C@@H:12]1[CH2:11][C:10](=[N:9][O:8][CH2:1][C:2]2[CH:3]=[CH:4][CH:5]=[CH:6][CH:7]=2)[CH2:14][N:13]1[C:15](=[O:17])[CH:31]([C:25]1[CH:26]=[CH:27][CH:28]=[CH:29][CH:30]=1)[C:35]1[CH:36]=[CH:37][CH:38]=[CH:39][CH:40]=1)=[O:24])[C:42]1[CH:47]=[CH:46][CH:45]=[CH:44][CH:43]=1. Reported procedure: Following the general method as outlined in Example 22, starting from (2S,4EZ)-4-[(benzyloxy)imino]-1-(tert-butoxycarbonyl)-2-pyrrolidinecarboxylic acid, diphenylacetyl chloride, and N-benzyl-N-methylamine the title compound was obtained in 42% purity by LC/MS. MS(ESI+): m/z=532.4. Reactants: COc1cc(OC)c(F)c(N2Cc3cnc(S(C)=O)nc3N(C3CCN(C(=O)OC(C)(C)C)CC3)C2=O)c1F, N, C1COCCO1. Product: COc1cc(OC)c(F)c(N2Cc3cnc(N)nc3N(C3CCN(C(=O)OC(C)(C)C)CC3)C2=O)c1F. Reaction SMILES: [C:1]([CH3:2])([CH3:3])([CH3:4])[O:5][C:6](=[O:7])[N:8]1[CH2:9][CH2:10][CH:11]([N:14]2[C:15](=[O:39])[N:16]([c:27]3[c:28]([F:38])[c:29]([O:36][CH3:37])[cH:30][c:31]([O:34][CH3:35])[c:32]3[F:33])[CH2:17][c:18]3[c:19]2[n:20][c:21]([S:24]([CH3:25])=[O:26])[n:22][cH:23]3)[CH2:12][CH2:13]1.[NH3:40].[O:41]1[CH2:42][CH2:43][O:44][CH2:45][CH2:46]1>>[C:1]([CH3:2])([CH3:3])([CH3:4])[O:5][C:6](=[O:7])[N:8]1[CH2:9][CH2:10][CH:11]([N:14]2[C:15](=[O:39])[N:16]([c:27]3[c:28]([F:38])[c:29]([O:36][CH3:37])[cH:30][c:31]([O:34][CH3:35])[c:32]3[F:33])[CH2:17][c:18]3[c:19]2[n:20][c:21]([NH2:40])[n:22][cH:23]3)[CH2:12][CH2:13]1. The reactants are CSC=1C(=C(C(=O)OCC)C=CC1)OCCCC(=O)OCC (ethyl 3-methylthio-2-(3-ethoxycarbonylpropoxy)benzoate), ice water, [OH-].[Na+] (sodium hydroxide). Run in C(C)O (ethanol), CN(C=O)C (N,N-dimethylformamide). Run at time 15.5 hour. Yields the product CSC1=CC=CC=2C(C(CCOC21)C(=O)OCC)=O (ethyl 9-methylthio-5-oxo-2,3,4,5-tetrahydro-1-benzoxepin-4-carboxylate). Yield: 79.3%. As a reaction SMILES: [CH3:1][S:2][C:3]1[C:4]([O:14][CH2:15][CH2:16][CH2:17][C:18]([O:20][CH2:21][CH3:22])=[O:19])=[C:5]([CH:11]=[CH:12][CH:13]=1)[C:6]([O:8]CC)=O.[OH-].[Na+]>C(O)C.CN(C)C=O>[CH3:1][S:2][C:3]1[C:4]2[O:14][CH2:15][CH2:16][CH:17]([C:18]([O:20][CH2:21][CH3:22])=[O:19])[C:6](=[O:8])[C:5]=2[CH:11]=[CH:12][CH:13]=1 |f:1.2|. Procedure: To a solution of ethyl 3-methylthio-2-(3-ethoxycarbonylpropoxy)benzoate (3.83 g) in a mixture of ethanol (34 μl) and N,N-dimethylformamide (40 ml) was added 60% sodium hydroxide (1.03 mg) at 5° C. After the mixture was allowed to stir at room temperature for 15.5 hours, it was poured into ice-water and extracted with ethyl acetate (x 3). The combined extracts were washed with water (x 2) and brine, dried over magnesium sulfate, and evaporated in vacuo. The crude product was purified by column ch...